This data is from the Open Reaction Database (ORD), a public repository of structured organic reaction records. The task is: describe an organic reaction: reactants, conditions, products, and yield The reactants are CC1CN(C(=O)OC(C)(C)C)CCN1, CC(=O)O[BH-](OC(C)=O)OC(C)=O, CC(=O)O, O=Cc1cc(-c2ccccc2Cl)c2c(c1)N(c1c(Cl)cccc1Cl)C(=O)NC2, CC(Cl)Cl, [Na+]. Yields the product CC1CN(C(=O)OC(C)(C)C)CCN1Cc1cc(-c2ccccc2Cl)c2c(c1)N(c1c(Cl)cccc1Cl)C(=O)NC2. Reaction SMILES: [C:29](=[O:30])([O:31][C:32]([CH3:33])([CH3:34])[CH3:35])[N:36]1[CH2:37][CH:38]([CH3:42])[NH:39][CH2:40][CH2:41]1.[C:43]([O:44][BH-:45]([O:46][C:47](=[O:48])[CH3:49])[O:50][C:51](=[O:52])[CH3:53])(=[O:54])[CH3:55].[CH3:57][C:58](=[O:59])[OH:60].[Cl:1][c:2]1[c:3](-[c:8]2[c:9]3[c:14]([cH:15][c:16]([CH:18]=[O:19])[cH:17]2)[N:13]([c:20]2[c:21]([Cl:27])[cH:22][cH:23][cH:24][c:25]2[Cl:26])[C:12](=[O:28])[NH:11][CH2:10]3)[cH:4][cH:5][cH:6][cH:7]1.[Cl:61][CH:62]([Cl:63])[CH3:64].[Na+:56]>>[Cl:1][c:2]1[c:3](-[c:8]2[c:9]3[c:14]([cH:15][c:16]([CH2:18][N:39]4[CH:38]([CH3:42])[CH2:37][N:36]([C:29](=[O:30])[O:31][C:32]([CH3:33])([CH3:34])[CH3:35])[CH2:41][CH2:40]4)[cH:17]2)[N:13]([c:20]2[c:21]([Cl:27])[cH:22][cH:23][cH:24][c:25]2[Cl:26])[C:12](=[O:28])[NH:11][CH2:10]3)[cH:4][cH:5][cH:6][cH:7]1. Reactants: C(C)OCCCC1(C2=C(C=CC3=C1C=C(C=C3)I)C=CC=C2)O (5-(3-Ethoxypropyl)-3-iodo-5H-dibenzo[a,d]cyclohepten-5-ol), [BH4-].[Na+] (sodium borohydride), FC(C(=O)O)(F)F (trifluoroacetic acid). Run at time 15 minute. The product is C(C)OCCCC1C2=C(C=CC3=C1C=C(C=C3)I)C=CC=C2 (5-(3-Ethoxypropyl)-3-iodo-5H-dibenzo[a,d]cycloheptene). RXN SMILES: [CH2:1]([O:3][CH2:4][CH2:5][CH2:6][C:7]1(O)[C:13]2[CH:14]=[C:15]([I:18])[CH:16]=[CH:17][C:12]=2[CH:11]=[CH:10][C:9]2[CH:19]=[CH:20][CH:21]=[CH:22][C:8]1=2)[CH3:2].[BH4-].[Na+].FC(F)(F)C(O)=O>>[CH2:1]([O:3][CH2:4][CH2:5][CH2:6][CH:7]1[C:13]2[CH:14]=[C:15]([I:18])[CH:16]=[CH:17][C:12]=2[CH:11]=[CH:10][C:9]2[CH:19]=[CH:20][CH:21]=[CH:22][C:8]1=2)[CH3:2] |f:1.2|. Procedure details: 5-(3-Ethoxypropyl)-3-iodo-5H-dibenzo[a,d]cyclohepten-5-ol (8.35 g., 0.020 mole) is mixed thoroughly with 7.6 g. (0.20 mole) of sodium borohydride and the mixture added carefully in portions to 130 ml. of trifluoroacetic acid stirred vigorously in an ice bath. A moderate stream of nitrogen is passed over the mixture throughout the addition, which is carried out in an efficient fume hood, and upon completion of the addition, the mixture is stirred for 15 minutes and concentrated in vacuo. The resi... Starting materials: ClC1=NC(=NC(=C1C#N)Cl)NC(C)C (4,6-dichloro-2-isopropylamino-5-pyrimidinecarbonitrile), C(C)N (ethylamine). Solvent: CC(=O)C (acetone), CC(=O)C (acetone). Reaction conditions: time 18 hour. The product is ClC1=NC(=NC(=C1C#N)NCC)NC(C)C (4-chloro-6-ethylamino-2-isopropylamino-5-pyrimidinecarbonitrile). Reaction SMILES: Cl[C:2]1[C:7]([C:8]#[N:9])=[C:6]([Cl:10])[N:5]=[C:4]([NH:11][CH:12]([CH3:14])[CH3:13])[N:3]=1.[CH2:15]([NH2:17])[CH3:16]>CC(C)=O>[Cl:10][C:6]1[C:7]([C:8]#[N:9])=[C:2]([NH:17][CH2:15][CH3:16])[N:3]=[C:4]([NH:11][CH:12]([CH3:14])[CH3:13])[N:5]=1. Procedure details: A stirred solution of 3.5 grams of 4,6-dichloro-2-isopropylamino-5-pyrimidinecarbonitrile in 100 ml of acetone was cooled to between 0° and -5°; a solution of 2.1 grams of aqueous 70% ethylamine in 25 ml of acetone was added dropwise. Upon complete addition, the reaction mixture was warmed to room temperature and stirred for 18 hours. The acetone was removed under reduced pressure, and the residue was extracted with a mixture of diethyl ether and water. The organic layer was separated and dried ...